From a dataset of the Open Reaction Database (ORD), a public repository of structured organic reaction records. describe an organic reaction: reactants, conditions, products, and yield Starting materials: COC([C@@H](NC(=O)OC(C)(C)C)CNC(C1=CC=CC=C1)=O)=O (3-(benzoylamino)-N-[(1,1-dimethylethoxy)carbonyl]-L-alanine methyl ester), COC([C@@H](NC(=O)OC(C)(C)C)CNC(C1=CC=CC=C1)=O)=O (3-(benzoylamino)-N-[(1,1-dimethylethoxy)carbonyl]-L-alanine methyl ester). Solvent: ClCCl.FC(C(=O)O)(F)F (dichloromethane trifluoroacetic acid). The product is COC([C@@H](N)CNC(C1=CC=CC=C1)=O)=O (3-(benzoylamino)-L-alanine methyl ester). The yield is 1.7%. Reaction SMILES: [CH3:1][O:2][C:3](=[O:23])[C@H:4]([CH2:13][NH:14][C:15](=[O:22])[C:16]1[CH:21]=[CH:20][CH:19]=[CH:18][CH:17]=1)[NH:5]C(OC(C)(C)C)=O>ClCCl.FC(F)(F)C(O)=O>[CH3:1][O:2][C:3](=[O:23])[C@H:4]([CH2:13][NH:14][C:15](=[O:22])[C:16]1[CH:21]=[CH:20][CH:19]=[CH:18][CH:17]=1)[NH2:5] |f:1.2|. Procedure details: Bromine (10 mL, 194.1 mmol) was added to a solution of sodium hydroxide (40.00 g, 1000 mmol) in water (330 mL) cooled in a bath at −10° C. The clear yellow solution was stirred for 15 min, and then 2-[(1,1-dimethylethoxy)carbonyl]-L-asparagine (Boc-Asn; 39.50 g, 170.1 mmol) was added as a solid. The resulting solution was heated at ˜70° C. for 1 h. After cooling, a solution of benzoyl chloride (25.30 g, 180.0 mmol) in ether (50 mL) was added and the reaction mixture was allowed to stir at room t... The reactants are O (Water), CCN(C(C)C)C(C)C (DIEA), CS(=O)(=O)Cl (methanesulfonyl chloride), FC1=C(C(=O)OC)C=CC(=C1)C1=NOC(=N1)C1=CC(=C(C=C1)C1=C(C=CC=C1)C)CO (methyl 2-fluoro-4-{5-[2-(hydroxymethyl)-2′-methylbiphenyl-4-yl]-1,2,4-oxadiazol-3-yl}benzoate). Run in C(Cl)Cl (DCM). Yields the product FC1=C(C(=O)OC)C=CC(=C1)C1=NOC(=N1)C1=CC(=C(C=C1)C1=C(C=CC=C1)C)COS(=O)(=O)C (methyl 2-fluoro-4-[5-(2′-methyl-2-{[(methylsulfonyl)oxy]methyl}biphenyl-4-yl)-1,2,4-oxadiazol-3-yl]benzoate). The yield is 97.0%. As a reaction SMILES: [F:1][C:2]1[CH:11]=[C:10]([C:12]2[N:16]=[C:15]([C:17]3[CH:22]=[CH:21][C:20]([C:23]4[CH:28]=[CH:27][CH:26]=[CH:25][C:24]=4[CH3:29])=[C:19]([CH2:30][OH:31])[CH:18]=3)[O:14][N:13]=2)[CH:9]=[CH:8][C:3]=1[C:4]([O:6][CH3:7])=[O:5].CCN(C(C)C)C(C)C.[CH3:41][S:42](Cl)(=[O:44])=[O:43].O>C(Cl)Cl>[F:1][C:2]1[CH:11]=[C:10]([C:12]2[N:16]=[C:15]([C:17]3[CH:22]=[CH:21][C:20]([C:23]4[CH:28]=[CH:27][CH:26]=[CH:25][C:24]=4[CH3:29])=[C:19]([CH2:30][O:31][S:42]([CH3:41])(=[O:44])=[O:43])[CH:18]=3)[O:14][N:13]=2)[CH:9]=[CH:8][C:3]=1[C:4]([O:6][CH3:7])=[O:5]. Procedure: At 0° C., into a solution of methyl 2-fluoro-4-{5-[2-(hydroxymethyl)-2′-methylbiphenyl-4-yl]-1,2,4-oxadiazol-3-yl}benzoate, prepared as in example 58, step 1, (500 mg; 1.19 mmol) in DCM (15 mL) was added DIEA (610 μL; 3.58 mmol) and methanesulfonyl chloride (139 μL; 1.79 mmol). The reaction was allowed to warm to RT for 2 h30. Water (5 mL) was added and the DCM extract was rapidly washed twice more with water. The organic layer was then dried over magnesium sulfate, filtered and concentrated to ... Reaction conditions: time 15 minute. RXN SMILES: [CH3:1][Mg]Br.C([O:6][CH2:7][CH3:8])C.[Br:9][C:10]1[CH:19]=[CH:18][CH:17]=[CH:16][C:11]=1C(OC)=O.[Cl-].[NH4+]>O1CCCC1>[Br:9][C:10]1[CH:19]=[CH:18][CH:17]=[CH:16][C:11]=1[C:7]([OH:6])([CH3:8])[CH3:1] |f:0.1,3.4|. The reactants are C[Mg]Br.C(C)OCC (methylmagnesium bromide diethyl ether), BrC1=C(C(=O)OC)C=CC=C1 (methyl 2-bromobenzoate), [Cl-].[NH4+] (ammonium chloride). Solvent: O1CCCC1 (tetrahydrofuran). Yields the product BrC1=C(C=CC=C1)C(C)(C)O (2-(2-Bromo-phenyl)-propan-2-ol). Procedure details: In a nitrogen atmosphere, 49.5 mL of 3.0 M methylmagnesium bromide-diethyl ether solution was dropwise added to tetrahydrofuran (200 mL) solution of 10.7 g of methyl 2-bromobenzoate with cooling with ice. This was stirred at that temperature for 15 minutes, and then stirred at room temperature for 6 days. Aqueous saturated ammonium chloride solution was added to the reaction liquid, and extracted with diethyl ether. The diethyl ether layer was washed with saturated saline water, and then dried w... Starting materials: N(=O)[O-].[Na+] (sodium nitrite), CN(C)CCC(C=1NC=CN1)C1=CC=C(C(=O)NN)C=C1 (4-[3-(N,N-dimethylamino)-1-(imidazol-2-yl)propyl]benzoic acid hydrazide), C([O-])([O-])=O.[Na+].[Na+] (sodium carbonate). Solvent: O (water), Cl (hydrochloric acid), O (water). Conditions: time 30 minute. Product: trimaleate, NC1=CC=C(C=C1)C(CCN(C)C)C=1NC=CN1 (3-(4-Aminophenyl)-N,N-dimethyl-3-(imidazol-2-yl)propanamine). Reaction SMILES: [N:1]([O-])=O.[Na+].[CH3:5][N:6]([CH2:8][CH2:9][CH:10]([C:16]1[CH:25]=[CH:24][C:19](C(NN)=O)=[CH:18][CH:17]=1)[C:11]1[NH:12][CH:13]=[CH:14][N:15]=1)[CH3:7].C(=O)([O-])[O-].[Na+].[Na+]>O.Cl>[NH2:1][C:19]1[CH:24]=[CH:25][C:16]([CH:10]([C:11]2[NH:12][CH:13]=[CH:14][N:15]=2)[CH2:9][CH2:8][N:6]([CH3:7])[CH3:5])=[CH:17][CH:18]=1 |f:0.1,3.4.5|. Procedure: A solution of sodium nitrite (0.5 g) in water (5 ml) was added dropwise to a stirred solution of 4-[3-(N,N-dimethylamino)-1-(imidazol-2-yl)propyl]benzoic acid hydrazide (2.0 g) in 2 N hydrochloric acid (10.5 ml) and water (50 ml) at 0° to 5° C. After 30 min. the solution was basified by adding 2 N sodium carbonate (15 ml) and then extracted with ether (3×50 ml). The extracts were dried (Na2SO4) and concentrated to an off white solid (1.7 g). This solid was dissolved in toluene (40 ml) and benzyl... Starting materials: CCOC(C)=O, O=C(NCCCC#Cc1c(Cl)ccc2c1CCN(C(=O)C(F)(F)F)CC2)C1CCCC1, [H][H]. The product is O=C(NCCCC=Cc1c(Cl)ccc2c1CCN(C(=O)C(F)(F)F)CC2)C1CCCC1. As a reaction SMILES: [CH3:34][CH2:35][O:36][C:37]([CH3:38])=[O:39].[Cl:1][c:2]1[c:3]([C:19]#[C:20][CH2:21][CH2:22][CH2:23][NH:24][C:25](=[O:26])[CH:27]2[CH2:28][CH2:29][CH2:30][CH2:31]2)[c:4]2[c:5]([cH:17][cH:18]1)[CH2:6][CH2:7][N:8]([C:11]([C:12]([F:13])([F:14])[F:15])=[O:16])[CH2:9][CH2:10]2.[H:32][H:33]>>[Cl:1][c:2]1[c:3]([CH:19]=[CH:20][CH2:21][CH2:22][CH2:23][NH:24][C:25](=[O:26])[CH:27]2[CH2:28][CH2:29][CH2:30][CH2:31]2)[c:4]2[c:5]([cH:17][cH:18]1)[CH2:6][CH2:7][N:8]([C:11]([C:12]([F:13])([F:14])[F:15])=[O:16])[CH2:9][CH2:10]2.